From a dataset of the Open Reaction Database (ORD), a public repository of structured organic reaction records. describe an organic reaction: reactants, conditions, products, and yield The reactants are COCOC1=CC=C(C=C1)C1=CC(=NN1C1=CC=C(C=C1)OC)S(=O)(=O)C (5-[4-(methoxymethoxy)phenyl]-1-(4-methoxyphenyl)-3-(methylsulfonyl)-1H-pyrazole), Cl (hydrogen chloride). The solvent is O1CCCC1 (tetrahydrofuran), C(C)(C)O (isopropyl alcohol). Run at time 3 hour. The product is COC1=CC=C(C=C1)N1N=C(C=C1C1=CC=C(C=C1)O)S(=O)(=O)C (4-[1-(4-methoxyphenyl)-3-(methylsulfonyl)-1H-pyrazol-5-yl]phenol). Yield: 99.5%. As a reaction SMILES: COC[O:4][C:5]1[CH:10]=[CH:9][C:8]([C:11]2[N:15]([C:16]3[CH:21]=[CH:20][C:19]([O:22][CH3:23])=[CH:18][CH:17]=3)[N:14]=[C:13]([S:24]([CH3:27])(=[O:26])=[O:25])[CH:12]=2)=[CH:7][CH:6]=1.Cl>O1CCCC1.C(O)(C)C>[CH3:23][O:22][C:19]1[CH:18]=[CH:17][C:16]([N:15]2[C:11]([C:8]3[CH:9]=[CH:10][C:5]([OH:4])=[CH:6][CH:7]=3)=[CH:12][C:13]([S:24]([CH3:27])(=[O:26])=[O:25])=[N:14]2)=[CH:21][CH:20]=1. Reported procedure: To the solution of 5-[4-(methoxymethoxy)phenyl]-1-(4-methoxyphenyl)-3-(methylsulfonyl)-1H-pyrazole (0.93 g) in a mixture of tetrahydrofuran (10 ml) and isopropyl alcohol (5 ml) was added hydrogen chloride aqueous solution (20%, 8 ml) at ambient temperature. The solution was stirred for 3 hours, extracted with ethyl acetate, washed with brine, dried over magnesium sulfate, and evaporated to give 0.82 g of 4-[1-(4-methoxyphenyl)-3-(methylsulfonyl)-1H-pyrazol-5-yl]phenol (P0025). Procedure details: A mixture of cyanoacetic acid (7.56 g, 88.9 mmol), thiophene-3-carbaldehyde 79 (Aldrich, Wis.) (10.97 g, 97.8 mmol), ammonium acetate (0.36 g, 4.7 mmol), toluene (89 mL), and pyridine (47 mL) was heated at reflux for 20 h in a flask fitted with a Dean-Stark trap and condenser. After evaporation of solvents, a solution of the residue in CH2Cl2 (300 mL) was washed with water, dried over Na2SO4, filtered, and evaporated. The crude product was isolated by flash chromatography on a silica gel column ... The product is S1C=C(C=C1)C=CC#N (3-thiophen-3-yl acrylonitrile). Reaction SMILES: [C:1]([CH2:3][C:4](O)=O)#[N:2].[S:7]1[CH:11]=[CH:10][C:9](C=O)=[CH:8]1.C1(C)C=CC=CC=1.N1C=CC=CC=1>CCOC(C)=O.CCCCCC.C([O-])(=O)C.[NH4+]>[S:7]1[CH:11]=[CH:10][C:9]([CH:4]=[CH:3][C:1]#[N:2])=[CH:8]1 |f:6.7|. Yield: 53.1%. The reagents and catalysts are C(C)(=O)[O-].[NH4+] (ammonium acetate). The solvent is CCOC(=O)C (EtOAc), CCCCCC (hexane). Starting materials: C(#N)CC(=O)O (cyanoacetic acid), S1C=C(C=C1)C=O (thiophene-3-carbaldehyde), C1(=CC=CC=C1)C (toluene), N1=CC=CC=C1 (pyridine). Reaction SMILES: [OH2:18].[s:1]1[c:2]2[c:3]([cH:4][c:5]1[CH2:6][CH2:7][NH:8][C:9]([O:10][CH2:12][CH3:13])=[O:11])[cH:14][cH:15][cH:16][cH:17]2>>[s:1]1[c:2]2[c:3]([c:4]3[c:5]1[CH2:6][CH2:7][NH:8][C:9]3=[O:10])[cH:14][cH:15][cH:16][cH:17]2. Product: O=C1NCCc2sc3ccccc3c21. The reactants are O, CCOC(=O)NCCc1cc2ccccc2s1.